Dataset: the Open Reaction Database (ORD), a public repository of structured organic reaction records. Task: describe an organic reaction: reactants, conditions, products, and yield Reactants: C(C1=CC=CC=C1)N1C(CC2=CC=CC=C12)=O (1-benzylindolin-2-one), C(=O)C1=CC=C2C=CC=CC=C12 (1-Formylazulene), solution, N1CCCC1 (pyrrolidine). Run in C(C)O (ethanol), C(C)O (ethanol), C(C)O (ethanol). Reaction conditions: temperature 40 celsius, time 1 hour. Yields the product C1(=CC=C2C=CC=CC=C12)C=C1C(N(C2=CC=CC=C12)CC1=CC=CC=C1)=O (3-Azulen-1-ylmethylene-1-benzyl-1,3-dihydro-indol-2-one). The yield is 87.2%. As a reaction SMILES: [CH:1]([C:3]1[C:12]2[C:6]([CH:7]=[CH:8][CH:9]=[CH:10][CH:11]=2)=[CH:5][CH:4]=1)=O.[CH2:13]([N:20]1[C:28]2[C:23](=[CH:24][CH:25]=[CH:26][CH:27]=2)[CH2:22][C:21]1=[O:29])[C:14]1[CH:19]=[CH:18][CH:17]=[CH:16][CH:15]=1.N1CCCC1>C(O)C>[C:3]1([CH:1]=[C:22]2[C:23]3[C:28](=[CH:27][CH:26]=[CH:25][CH:24]=3)[N:20]([CH2:13][C:14]3[CH:19]=[CH:18][CH:17]=[CH:16][CH:15]=3)[C:21]2=[O:29])[C:12]2[C:6]([CH:7]=[CH:8][CH:9]=[CH:10][CH:11]=2)=[CH:5][CH:4]=1. Reported procedure: 1-Formylazulene (1 mmol) was dissolved in 20 mL ethanol. 223 mg 1-benzylindolin-2-one (1 mmol) and 20 mL ethanol were then added. Next, a 2 mL solution (1 mmol) containing 1M pyrrolidine and ethanol was added to react at room temperature for three days. After removal of solvent, the resulting solution was extracted by 150 mL ethyl acetate and 50 mL water. The resulting solution was extracted again by 50 mL citric acid aqueous solution and ethyl acetate. The ethyl acetate layer was collected, dri... The reactants are O1CC(C1)=O (oxetan-3-one), Cl.N1CC(C1)O (azetidin-3-ol hydrochloride), C(C)(=O)O[BH-](OC(C)=O)OC(C)=O.[Na+] (Sodium triacetoxyborohydride). The solvent is ClCCl (dichloromethane). Run at time 4 hour. Yields the product O1CC(C1)N1CC(C1)O (1-(oxetan-3-yl)azetidin-3-ol). Reaction SMILES: [O:1]1[CH2:4][C:3](=O)[CH2:2]1.Cl.[NH:7]1[CH2:10][CH:9]([OH:11])[CH2:8]1.C(O[BH-](OC(=O)C)OC(=O)C)(=O)C.[Na+]>ClCCl>[O:1]1[CH2:2][CH:3]([N:7]2[CH2:10][CH:9]([OH:11])[CH2:8]2)[CH2:4]1 |f:1.2,3.4|. Procedure details: A mixture of oxetan-3-one (0.5 g, 6.94 mmol), azetidin-3-ol hydrochloride (1.140 g, 10.41 mmol) and 4 A molecular sieves (1.5 g) in dichloromethane (10 mL) was stirred at room temperature for 4 h. Sodium triacetoxyborohydride (2.94 g, 13.88 mmol) was added and the reaction mixture was stirred at room temperature overnight. The precipitate was filtered through a pad of celite and the filtrate was diluted with ethyl acetate (more precipitate appeared) and filtered again. The filtrate was concentra... Reactants: O=C(O)c1cc(Br)c(OCc2ccccc2)cc1OCc1ccccc1, CN(C)C=O, O=S(Cl)Cl. The product is O=C(Cl)c1cc(Br)c(OCc2ccccc2)cc1OCc1ccccc1. RXN SMILES: [Br:1][c:2]1[c:3]([O:19][CH2:20][c:21]2[cH:22][cH:23][cH:24][cH:25][cH:26]2)[cH:4][c:5]([O:11][CH2:12][c:13]2[cH:14][cH:15][cH:16][cH:17][cH:18]2)[c:6]([C:7](=[O:8])[OH:9])[cH:10]1.[O:31]=[CH:32][N:33]([CH3:34])[CH3:35].[S:27]([Cl:28])([Cl:29])=[O:30]>>[Br:1][c:2]1[c:3]([O:19][CH2:20][c:21]2[cH:22][cH:23][cH:24][cH:25][cH:26]2)[cH:4][c:5]([O:11][CH2:12][c:13]2[cH:14][cH:15][cH:16][cH:17][cH:18]2)[c:6]([C:7](=[O:8])[Cl:29])[cH:10]1. Starting materials: CC(C)(C)N(C(=O)[O-])C(CCO)Cc1ccc(Br)cc1, Cl, C1COCCO1. The product is Cl, NC(CCO)Cc1ccc(Br)cc1. RXN SMILES: [CH3:1][C:2]([N:5]([C:3](=[O:4])[O-:6])[CH:9]([CH2:10][CH2:11][OH:12])[CH2:13][c:14]1[cH:15][cH:16][c:17]([Br:20])[cH:18][cH:19]1)([CH3:7])[CH3:8].[ClH:21].[O:22]1[CH2:23][CH2:24][O:25][CH2:26][CH2:27]1>>[ClH:21].[NH2:5][CH:9]([CH2:10][CH2:11][OH:12])[CH2:13][c:14]1[cH:15][cH:16][c:17]([Br:20])[cH:18][cH:19]1. The reactants are C(C(=O)Cl)(=O)Cl (oxalyl chloride), C1(=C(C(=C(C(=C1F)F)F)N)F)N.Cl.Cl (dihydrochloride), cephem, C(C1=CC=CC=C1)(C1=CC=CC=C1)(C1=CC=CC=C1)NC=1SC=C(N1)/C(/C(=O)O)=N/OC1C(NCC1)=O ((Z)-2-(2-tritylaminothiazol-4-yl)-2-[(2-pyrrolidon-3-yl)oxyimino]acetic acid), N[C@H]1[C@@H]2N(C(=C(CS2)C[N+]2=CC=CC=C2)C(=O)[O-])C1=O (7β-amino-3-(1-pyridinio-methyl)-3-cephem-4-carboxylate), C/C(=N\[Si](C)(C)C)/O[Si](C)(C)C (N,O-bis(trimethylsilyl)acetamide). Solvent: C(Cl)(Cl)Cl (chloroform), CN(C=O)C (dimethylformamide), C(Cl)(Cl)Cl (chloroform), C(C)N(CC)CC (triethylamine), C(Cl)(Cl)Cl (chloroform), O (water), C(Cl)(Cl)Cl (chloroform). Conditions: time 15 minute. Product: NC=1SC=C(N1)/C(/C(=O)N[C@H]1[C@@H]2N(C(=C(CS2)C[N+]2=CC=CC=C2)C(=O)[O-])C1=O)=N/OC1C(NCC1)=O (7β-{(Z)-2-(2-aminothiazol-4-yl)-2-[(2-pyrrolidon-3-yl)oxyimino]acetamido}-3-(1-pyridiniomethyl)-3-cephem-4-carboxylate). RXN SMILES: C(Cl)(=O)C(Cl)=O.C([NH:26][C:27]1[S:28][CH:29]=[C:30](/[C:32](=[N:36]/[O:37][CH:38]2[CH2:42][CH2:41][NH:40][C:39]2=[O:43])/[C:33]([OH:35])=O)[N:31]=1)(C1C=CC=CC=1)(C1C=CC=CC=1)C1C=CC=CC=1.[NH2:44][C@@H:45]1[C:62](=[O:63])[N:47]2[C:48]([C:59]([O-:61])=[O:60])=[C:49]([CH2:52][N+:53]3[CH:58]=[CH:57][CH:56]=[CH:55][CH:54]=3)[CH2:50][S:51][C@H:46]12.C1(N)C(F)=C(F)C(F)=C(N)C=1F.Cl.Cl.C/C(/O[Si](C)(C)C)=N\[Si](C)(C)C>C(Cl)(Cl)Cl.O.C(N(CC)CC)C.CN(C)C=O>[NH2:26][C:27]1[S:28][CH:29]=[C:30](/[C:32](=[N:36]/[O:37][CH:38]2[CH2:42][CH2:41][NH:40][C:39]2=[O:43])/[C:33]([NH:44][C@@H:45]2[C:62](=[O:63])[N:47]3[C:48]([C:59]([O-:61])=[O:60])=[C:49]([CH2:52][N+:53]4[CH:54]=[CH:55][CH:56]=[CH:57][CH:58]=4)[CH2:50][S:51][C@H:46]23)=[O:35])[N:31]=1 |f:3.4.5|. Procedure details: 0.57 g of oxalyl chloride is added at -5° to 0° C. to 15 ml of chloroform containing 0.35 g of dimethylformamide, and the mixture is stirred at the same temperature for 15 minutes. A mixture of 1.54 g of (Z)-2-(2-tritylaminothiazol-4-yl)-2-[(2-pyrrolidon-3-yl)oxyimino]acetic acid, 0.3 g of triethylamine and 15 ml of chloroform is added to said mixture at -30° to -35° C., and the mixture is further stirred at the same temperature for 5 minutes. Then, a solution of 7β-amino-3-(1-pyridinio-methyl)-... The reactants are CS(C)=O, [O-][n+]1c(Cl)cccc1Cl, [Na+], [OH-], Oc1ccccc1. Product: [O-][n+]1c(Cl)cccc1Oc1ccccc1. RXN SMILES: [CH3:19][S:20]([CH3:21])=[O:22].[Cl:1][c:2]1[n+:3]([O-:9])[c:4]([Cl:8])[cH:5][cH:6][cH:7]1.[Na+:18].[OH-:17].[OH:10][c:11]1[cH:12][cH:13][cH:14][cH:15][cH:16]1>>[c:2]1([O:10][c:11]2[cH:12][cH:13][cH:14][cH:15][cH:16]2)[n+:3]([O-:9])[c:4]([Cl:8])[cH:5][cH:6][cH:7]1. The reactants are SCc1ccccc1, C1CCOC1, CCOC(C)=O, N#Cc1cccc(Cl)n1, [H-], [Na+]. The product is N#Cc1cccc(SCc2ccccc2)n1. As a reaction SMILES: [CH2:1]([c:2]1[cH:3][cH:4][cH:5][cH:6][cH:7]1)[SH:8].[CH2:26]1[O:27][CH2:28][CH2:29][CH2:30]1.[CH3:20][CH2:21][O:22][C:23](=[O:24])[CH3:25].[Cl:11][c:12]1[n:13][c:14]([C:18]#[N:19])[cH:15][cH:16][cH:17]1.[H-:9].[Na+:10]>>[CH2:1]([c:2]1[cH:3][cH:4][cH:5][cH:6][cH:7]1)[S:8][c:12]1[n:13][c:14]([C:18]#[N:19])[cH:15][cH:16][cH:17]1. The reactants are C(C)(C)(C)OC(NCCCOC1=CC=C(C=C1)NC=1SC(=C(N1)N)C(C1=CC(=C(C=C1)OC)F)=O)=O ((3-[4-[4-Amino-5-(3-fluoro-4-methoxy-benzoyl)-thiazol-2-ylamino]-phenoxy]-propyl)-carbamic acid tert-butyl ester), FC(C(=O)O)(F)F (trifluoroacetic acid). Run in ClCCl (dichloromethane). Conditions: time 1 hour. Product: NC=1N=C(SC1C(=O)C1=CC(=C(C=C1)OC)F)NC1=CC=C(C=C1)OCCCN ([4-Amino-2-[4-(3-aminopropoxy)-phenylamino]-thiazol-5-yl]-(3-fluoro-4-methoxy-phenyl)-methanone). The yield is 88.3%. Reaction SMILES: C(OC(=O)[NH:7][CH2:8][CH2:9][CH2:10][O:11][C:12]1[CH:17]=[CH:16][C:15]([NH:18][C:19]2[S:20][C:21]([C:25](=[O:35])[C:26]3[CH:31]=[CH:30][C:29]([O:32][CH3:33])=[C:28]([F:34])[CH:27]=3)=[C:22]([NH2:24])[N:23]=2)=[CH:14][CH:13]=1)(C)(C)C.FC(F)(F)C(O)=O>ClCCl>[NH2:24][C:22]1[N:23]=[C:19]([NH:18][C:15]2[CH:16]=[CH:17][C:12]([O:11][CH2:10][CH2:9][CH2:8][NH2:7])=[CH:13][CH:14]=2)[S:20][C:21]=1[C:25]([C:26]1[CH:31]=[CH:30][C:29]([O:32][CH3:33])=[C:28]([F:34])[CH:27]=1)=[O:35]. Procedure details: To a solution of (3-[4-[4-Amino-5-(3-fluoro-4-methoxy-benzoyl)-thiazol-2-ylamino]-phenoxy]-propyl)-carbamic acid tert-butyl ester (254 mg) (from Step A above) in dichloromethane (6 mL) at 0° C. was added trifluoroacetic acid (3 mL). After stirring for 1 hour, the mixture was concentrated and the residue was purified on HPLC to give [4-Amino-2-[4-(3-aminopropoxy)-phenylamino]-thiazol-5-yl]-(3-fluoro-4-methoxy-phenyl)-methanone (180.9 mg, 88% yield) as a light yellow solid. HRMS, Observed: 417.139... The reactants are [H-].[Al+3].[Li+].[H-].[H-].[H-] (lithium aluminum hydride), C(C)(C)(C)N1N=CC(=C1)C(=O)OC (methyl 1-t-butyl-1H-pyrazole-4-carboxylate), [OH-].[K+] (potassium hydroxide). Solvent: O1CCCC1 (tetrahydrofuran), O1CCCC1 (tetrahydrofuran). Reaction conditions: time 7 hour. Yields the product C(C)(C)(C)N1N=CC(=C1)CO ((1-t-butyl-1H-pyrazol-4-yl)methanol). Isolated yield 94.8%. As a reaction SMILES: [H-].[Al+3].[Li+].[H-].[H-].[H-].[C:7]([N:11]1[CH:15]=[C:14]([C:16](OC)=[O:17])[CH:13]=[N:12]1)([CH3:10])([CH3:9])[CH3:8].[OH-].[K+]>O1CCCC1>[C:7]([N:11]1[CH:15]=[C:14]([CH2:16][OH:17])[CH:13]=[N:12]1)([CH3:10])([CH3:9])[CH3:8] |f:0.1.2.3.4.5,7.8|. Procedure: In a nitrogen atmosphere, 1.25 g of lithium aluminum hydride was suspended in 100 ml of tetrahydrofuran, and a solution of 5.01 g of methyl 1-t-butyl-1H-pyrazole-4-carboxylate in 50 ml of tetrahydrofuran was added dropwise at 0° C. over 30 minutes. Thereafter, the mixture was stirred at room temperature for 7 hours. The reaction mixture was cooled to 0° C. and 10 ml of a 1 mol/L aqueous potassium hydroxide solution was then added dropwise. Produced precipitates were filtered and washed with tetr... Starting materials: COC(C)(C)C, CCN(C(C)C)C(C)C, CC(=O)OC1C(OC(=N)C(Cl)(Cl)Cl)OC(COCc2ccccc2)C(OCc2ccccc2)C1OCc1ccccc1, ClCCl, CC[Si](CC)(CC)OS(=O)(=O)C(F)(F)F. Product: CC(=O)OC1C(O)OC(COCc2ccccc2)C(OCc2ccccc2)C1OCc1ccccc1. RXN SMILES: [C:67]([O:68][CH3:69])([CH3:70])([CH3:71])[CH3:72].[CH:58]([N:59]([CH:60]([CH3:61])[CH3:62])[CH2:63][CH3:64])([CH3:65])[CH3:66].[Cl:1][C:2]([Cl:3])([Cl:40])[C:41]([O:4][CH:5]1[CH:6]([O:7][C:8]([CH3:9])=[O:10])[CH:11]([O:12][CH2:13][c:14]2[cH:15][cH:16][cH:17][cH:18][cH:19]2)[CH:20]([O:21][CH2:22][c:23]2[cH:24][cH:25][cH:26][cH:27][cH:28]2)[CH:29]([CH2:31][O:32][CH2:33][c:34]2[cH:35][cH:36][cH:37][cH:38][cH:39]2)[O:30]1)=[NH:42].[Cl:73][CH2:74][Cl:75].[F:43][C:44]([F:45])([F:46])[S:47]([O:48][Si:49]([CH2:50][CH3:51])([CH2:52][CH3:53])[CH2:54][CH3:55])(=[O:56])=[O:57]>>[OH:4][CH:5]1[CH:6]([O:7][C:8]([CH3:9])=[O:10])[CH:11]([O:12][CH2:13][c:14]2[cH:15][cH:16][cH:17][cH:18][cH:19]2)[CH:20]([O:21][CH2:22][c:23]2[cH:24][cH:25][cH:26][cH:27][cH:28]2)[CH:29]([CH2:31][O:32][CH2:33][c:34]2[cH:35][cH:36][cH:37][cH:38][cH:39]2)[O:30]1.